From a dataset of the Open Reaction Database (ORD), a public repository of structured organic reaction records. describe an organic reaction: reactants, conditions, products, and yield Starting materials: COC=1C=C2C(=CN(C2=CC1OC)C)C1=CC=2C(=NC=CC2CN2CCC(CC2)O)N1S(=O)(=O)C1=CC=C(C=C1)C ([2-(5,6-dimethoxy-1-methyl-1H-indol-3-yl)-1-(toluene-4-sulfonyl)-1H-pyrrolo[2,3-b]pyrid-4-ylmethyl]piperid-4-ol), [OH-].[K+] (potassium hydroxide). The product is COC=1C=C2C(=CN(C2=CC1OC)C)C1=CC=2C(=NC=CC2CN2CCC(CC2)O)N1 ([2-(5,6-dimethoxy-1-methyl-1H-indol-3-yl)-1H-pyrrolo[2,3-b]pyrid-4-ylmethyl]piperid-4-ol). Yield: 94.1%. RXN SMILES: [CH3:1][O:2][C:3]1[CH:4]=[C:5]2[C:9](=[CH:10][C:11]=1[O:12][CH3:13])[N:8]([CH3:14])[CH:7]=[C:6]2[C:15]1[N:31](S(C2C=CC(C)=CC=2)(=O)=O)[C:18]2=[N:19][CH:20]=[CH:21][C:22]([CH2:23][N:24]3[CH2:29][CH2:28][CH:27]([OH:30])[CH2:26][CH2:25]3)=[C:17]2[CH:16]=1.[OH-].[K+]>>[CH3:1][O:2][C:3]1[CH:4]=[C:5]2[C:9](=[CH:10][C:11]=1[O:12][CH3:13])[N:8]([CH3:14])[CH:7]=[C:6]2[C:15]1[NH:31][C:18]2=[N:19][CH:20]=[CH:21][C:22]([CH2:23][N:24]3[CH2:25][CH2:26][CH:27]([OH:30])[CH2:28][CH2:29]3)=[C:17]2[CH:16]=1 |f:1.2|. Procedure details: [2-(5,6-Dimethoxy-1-methyl-1H-indol-3-yl)-1H-pyrrolo[2,3-b]pyrid-4-ylmethyl]piperid-4-ol is prepared as described in Example 179a starting with 0.045 g of [2-(5,6-dimethoxy-1-methyl-1H-indol-3-yl)-1-(toluene-4-sulfonyl)-1H-pyrrolo[2,3-b]pyrid-4-ylmethyl]piperid-4-ol instead of the [2-(5,6-dimethoxy-1-methyl-1H-indol-3-yl)-1-(toluene-4-sulfonyl)-1H-pyrrolo[2,3-b]pyrid-4-ylmethyl](4-trifluoromethylsulfanylbenzyl)amine used in Example 179a and 0.44 cm3 of 5N potassium hydroxide. 0.031 g of [2-(5,6-... The reactants are CCOC(=O)C(C)Br, CC(C)(C)OC(=O)N1CCC(Oc2ccc(NCC=Cc3cccc(C#N)c3)cc2)CC1, O=C([O-])[O-], CN(C)C=O, [K+], [K+], O. Yields the product CCOC(=O)C(C)N(CC=Cc1cccc(C#N)c1)c1ccc(OC2CCN(C(=O)OC(C)(C)C)CC2)cc1. RXN SMILES: [Br:39][CH:40]([C:41](=[O:42])[O:43][CH2:44][CH3:45])[CH3:46].[C:1]([CH3:2])([CH3:3])([CH3:4])[O:5][C:6](=[O:7])[N:8]1[CH2:9][CH2:10][CH:11]([O:14][c:15]2[cH:16][cH:17][c:18]([NH:21][CH2:22][CH:23]=[CH:24][c:25]3[cH:26][c:27]([C:28]#[N:29])[cH:30][cH:31][cH:32]3)[cH:19][cH:20]2)[CH2:12][CH2:13]1.[C:33](=[O:34])([O-:35])[O-:36].[CH3:48][N:49]([CH3:50])[CH:51]=[O:52].[K+:37].[K+:38].[OH2:47]>>[C:1]([CH3:2])([CH3:3])([CH3:4])[O:5][C:6](=[O:7])[N:8]1[CH2:9][CH2:10][CH:11]([O:14][c:15]2[cH:16][cH:17][c:18]([N:21]([CH2:22][CH:23]=[CH:24][c:25]3[cH:26][c:27]([C:28]#[N:29])[cH:30][cH:31][cH:32]3)[CH:40]([C:41](=[O:42])[O:43][CH2:44][CH3:45])[CH3:46])[cH:19][cH:20]2)[CH2:12][CH2:13]1.